This data is from the Open Reaction Database (ORD), a public repository of structured organic reaction records. The task is: describe an organic reaction: reactants, conditions, products, and yield Reactants: CO, CCc1nc(C2CCCC2)n2nc(-c3cccc([N+](=O)[O-])c3)[nH]c(=O)c12, [H][H], [Pd]. Product: CCc1nc(C2CCCC2)n2nc(-c3cccc(N)c3)[nH]c(=O)c12. As a reaction SMILES: [CH3:29][OH:30].[CH:1]1([c:6]2[n:7][c:8]([CH2:25][CH3:26])[c:9]3[c:10](=[O:24])[nH:11][c:12](-[c:15]4[cH:16][c:17]([N+:21]([O-:22])=[O:23])[cH:18][cH:19][cH:20]4)[n:13][n:14]23)[CH2:2][CH2:3][CH2:4][CH2:5]1.[H:27][H:28].[Pd:31]>>[CH:1]1([c:6]2[n:7][c:8]([CH2:25][CH3:26])[c:9]3[c:10](=[O:24])[nH:11][c:12](-[c:15]4[cH:16][c:17]([NH2:21])[cH:18][cH:19][cH:20]4)[n:13][n:14]23)[CH2:2][CH2:3][CH2:4][CH2:5]1. Reactants: BrC1=CC=C(C=C1)N1C(NN=C1C[C@H]1CN(CC1)C(=O)C1CC1)=O (4-(4-bromophenyl)-5-{[(3S)-1-(cyclopropylcarbonyl)-3-pyrrolidinyl]methyl}-2,4-dihydro-3H-1,2,4-triazol-3-one), N1C=CC2=C(C=CC=C12)B(O)O (1H-indol-4-ylboronic acid), C([O-])([O-])=O.[K+].[K+] (potassium carbonate). The reagents and catalysts are C1=CC=C(C=C1)P([C-]2C=CC=C2)C3=CC=CC=C3.C1=CC=C(C=C1)P([C-]2C=CC=C2)C3=CC=CC=C3.Cl[Pd]Cl.[Fe+2].ClCCl (dichloro[1,1′-bis(diphenylphosphino)ferrocene]palladium(II) dichloromethane). Solvent: O1CCOCC1 (dioxane). Run at temperature 100 celsius, time 8 hour. The product is C1(CC1)C(=O)N1C[C@@H](CC1)CC=1N(C(NN1)=O)C1=CC=C(C=C1)C1=C2C=CNC2=CC=C1 (5-{[(3S)-1-(cyclopropylcarbonyl)-3-pyrrolidinyl]methyl}-4-[4-(1H-indol-4-yl)phenyl]-2,4-dihydro-3H-1,2,4-triazol-3-one). Isolated yield 50.3%. Reaction SMILES: Br[C:2]1[CH:7]=[CH:6][C:5]([N:8]2[C:12]([CH2:13][C@@H:14]3[CH2:18][CH2:17][N:16]([C:19]([CH:21]4[CH2:23][CH2:22]4)=[O:20])[CH2:15]3)=[N:11][NH:10][C:9]2=[O:24])=[CH:4][CH:3]=1.[NH:25]1[C:33]2[C:28](=[C:29](B(O)O)[CH:30]=[CH:31][CH:32]=2)[CH:27]=[CH:26]1.C(=O)([O-])[O-].[K+].[K+]>O1CCOCC1.C1C=CC(P(C2C=CC=CC=2)[C-]2C=CC=C2)=CC=1.C1C=CC(P(C2C=CC=CC=2)[C-]2C=CC=C2)=CC=1.Cl[Pd]Cl.[Fe+2].ClCCl>[CH:21]1([C:19]([N:16]2[CH2:17][CH2:18][C@@H:14]([CH2:13][C:12]3[N:8]([C:5]4[CH:6]=[CH:7][C:2]([C:29]5[CH:30]=[CH:31][CH:32]=[C:33]6[C:28]=5[CH:27]=[CH:26][NH:25]6)=[CH:3][CH:4]=4)[C:9](=[O:24])[NH:10][N:11]=3)[CH2:15]2)=[O:20])[CH2:23][CH2:22]1 |f:2.3.4,6.7.8.9.10|. Procedure details: A solution of 4-(4-bromophenyl)-5-{[(3S)-1-(cyclopropylcarbonyl)-3-pyrrolidinyl]methyl}-2,4-dihydro-3H-1,2,4-triazol-3-one (0.256 mmol) in dioxane (2 mL) was treated with 1H-indol-4-ylboronic acid (0.386 mmol), dichloro[1,1′-bis(diphenylphosphino)ferrocene]palladium(II)-dichloromethane adduct (10.4 mg), and 2M aq potassium carbonate (0.511 mmol). The reaction mixture was purged with nitrogen, sealed, and stirred at 100° C. overnight. The reaction mixture was cooled to room temperature and was di... Reactants: C1CCOC1, CCOC(C)=O, CCN(C(C)C)C(C)C, NCc1nc2ncc(F)cc2c(=O)[nH]1, O=C(Cl)CCc1ccccc1. Yields the product O=C(CCc1ccccc1)NCc1nc2ncc(F)cc2c(=O)[nH]1. As a reaction SMILES: [CH2:35]1[O:36][CH2:37][CH2:38][CH2:39]1.[CH3:40][CH2:41][O:42][C:43]([CH3:44])=[O:45].[CH:15]([N:16]([CH2:17][CH3:18])[CH:19]([CH3:20])[CH3:21])([CH3:22])[CH3:23].[NH2:1][CH2:2][c:3]1[nH:4][c:5](=[O:14])[c:6]2[c:7]([n:8]1)[n:9][cH:10][c:11]([F:13])[cH:12]2.[c:24]1([CH2:30][CH2:31][C:32](=[O:33])[Cl:34])[cH:25][cH:26][cH:27][cH:28][cH:29]1>>[NH:1]([CH2:2][c:3]1[nH:4][c:5](=[O:14])[c:6]2[c:7]([n:8]1)[n:9][cH:10][c:11]([F:13])[cH:12]2)[C:32]([CH2:31][CH2:30][c:24]1[cH:25][cH:26][cH:27][cH:28][cH:29]1)=[O:33]. Starting materials: C(C1=CC=CC=C1)OC=1C=C(C(=O)O)C=C(C1C1=CC=CC=C1)[N+](=O)[O-] (3-benzyloxy-5-nitro-4-phenylbenzoic acid), C(CC(C)C)SC=1C=C(C(=O)O)C=C(C1C1=CC=CC=C1)[N+](=O)[O-] (3-isopentylthio-5-nitro-4-phenylbenzoic acid). Yields the product NC=1C(=C(C=C(C(=O)O)C1)SCCC(C)C)C1=CC=CC=C1 (5-amino-3-isopentylthio-4-phenylbenzoic acid). Reaction SMILES: C(OC1C=C(C=C([N+]([O-])=O)C=1C1C=CC=CC=1)C(O)=O)C1C=CC=CC=1.[CH2:27]([S:32][C:33]1[CH:34]=[C:35]([CH:39]=[C:40]([N+:48]([O-])=O)[C:41]=1[C:42]1[CH:47]=[CH:46][CH:45]=[CH:44][CH:43]=1)[C:36]([OH:38])=[O:37])[CH2:28][CH:29]([CH3:31])[CH3:30]>>[NH2:48][C:40]1[C:41]([C:42]2[CH:43]=[CH:44][CH:45]=[CH:46][CH:47]=2)=[C:33]([S:32][CH2:27][CH2:28][CH:29]([CH3:31])[CH3:30])[CH:34]=[C:35]([CH:39]=1)[C:36]([OH:38])=[O:37]. Reported procedure: By replacing in Example 2, step D, 3-benzyloxy-5-nitro-4-phenylbenzoic acid with 3-isopentylthio-5-nitro-4-phenylbenzoic acid, and following the procedure described, 5-amino-3-isopentylthio-4-phenylbenzoic acid is obtained crystallizing with 0.25 mole of water with a melting point of 124.5°-125.5° C. Reaction conditions: temperature 35 celsius. Solvent: C1CCOC1 (THF), [OH-].[NH4+] (ammonium hydroxide). Product: C1(CCCC1)CN1C2=CC=CC(=C2C=2C(=CC=CC12)O)C(N)=O (9-[(Cyclopentyl)methyl]-4-hydroxy-5-carbamoyl carbazole). Reaction SMILES: [CH:1]1([CH2:6][N:7]2[C:19]3[CH:18]=[CH:17][CH:16]=[C:15]([OH:20])[C:14]=3[C:13]3[C:8]2=[CH:9][CH:10]=[CH:11][C:12]=3[C:21]([O:23]C)=O)[CH2:5][CH2:4][CH2:3][CH2:2]1.[NH3:25]>C1COCC1.[OH-].[NH4+]>[CH:1]1([CH2:6][N:7]2[C:19]3[CH:18]=[CH:17][CH:16]=[C:15]([OH:20])[C:14]=3[C:13]3[C:8]2=[CH:9][CH:10]=[CH:11][C:12]=3[C:21](=[O:23])[NH2:25])[CH2:5][CH2:4][CH2:3][CH2:2]1 |f:3.4|. Reported procedure: A solution of 9-[(cyclopentyl)methyl]-4-hydroxy-5-carbomethoxy carbazole (110 mg, 0.34 mmol) in 3 mL of THF and 20 mL of concentrated aqueous ammonium hydroxide was treated with a stream of NH3 gas to ensure saturation. The reaction vessel was capped, and the mixture heated to 35° C. with stirring until tlc indicated complete consumption of starting material (20 h). The THF was evaporated, and the aqueous layer was filtered. The resultant solid was triturated with ether to afford 50 mg (0.162; 4... The reactants are C1(CCCC1)CN1C2=CC=CC(=C2C=2C(=CC=CC12)O)C(=O)OC (9-[(cyclopentyl)methyl]-4-hydroxy-5-carbomethoxy carbazole), N (NH3). Reactants: C([O-])(O)=O.[Na+] (sodium bicarbonate), CC(=O)C1=C(C=CC(=C1)F)O (2-hydroxy-5-fluoroacetophenone), S(=O)(Cl)Cl (Thionyl chloride), N1C=NC=C1 (1H-imidazole). The solvent is C(Cl)Cl (methylene chloride), O (water), C(Cl)Cl (methylene chloride), C(Cl)Cl (methylene chloride). Product: OC1=C(C=C(C=C1)F)C(=C)N1C=NC=C1 (1-[1-(2-Hydroxy-5-fluorophenyl)vinyl]-1H-imidazole). The yield is 18.2%. As a reaction SMILES: S(Cl)(Cl)=O.[NH:5]1[CH:9]=[CH:8][N:7]=[CH:6]1.[CH3:10][C:11]([C:13]1[CH:18]=[C:17]([F:19])[CH:16]=[CH:15][C:14]=1[OH:20])=O.C(=O)(O)[O-].[Na+]>C(Cl)Cl.O>[OH:20][C:14]1[CH:15]=[CH:16][C:17]([F:19])=[CH:18][C:13]=1[C:11]([N:5]1[CH:9]=[CH:8][N:7]=[CH:6]1)=[CH2:10] |f:3.4|. Procedure: Thionyl chloride (17.8 g, 0.15 mole) was added dropwise over 30 minutes to 1H-imidazole (41.1 g, 0.60 mole) in dried methylene chloride (200 ml) with stirring and ice-cooling. After stirring for additional 30 minutes, 2-hydroxy-5-fluoroacetophenone (15.4 g, 0.10 mole) in dried methylene chloride (50 ml) was added dropwise over 30 minutes. After stirring for 1 hour, methylene chloride (200 ml), water (400 ml) and an aqueous saturated solution of sodium bicarbonate (200 ml) were added to the react... The reactants are C(C=C)NC1=CC=CC=C1 (N-Allylphenylamine), BrCCCCC (bromopentane), [OH-].[Na+] (sodium hydroxide). The solvent is O (water). Run at time 30 minute. Product: C(C=C)N(CCCCC)C1=CC=CC=C1 (N-allyl-N-pentylphenylamine). Yield: 56.2%. RXN SMILES: [CH2:1]([NH:4][C:5]1[CH:10]=[CH:9][CH:8]=[CH:7][CH:6]=1)[CH:2]=[CH2:3].Br[CH2:12][CH2:13][CH2:14][CH2:15][CH3:16].[OH-].[Na+]>O>[CH2:1]([N:4]([C:5]1[CH:10]=[CH:9][CH:8]=[CH:7][CH:6]=1)[CH2:12][CH2:13][CH2:14][CH2:15][CH3:16])[CH:2]=[CH2:3] |f:2.3|. Reported procedure: N-Allylphenylamine (1.95 g, 14.7 mmol) and bromopentane (2.22 g, 14.7 mmol) were stirred at 80° C. for 16 hours. After cooled to room temperature, the mixture was treated with a solution of sodium hydroxide(714 mg, 17.9 mmol) in water (1.5 ml), stirred for 30 minutes and extracted with ether (80 ml). The extract was dried over potassium carbonate, filterd and concentrated in vacuum. The residue was chromatographed on silica gel to give N-allyl-N-pentylphenylamine (1.68 g) in 56% yield as a color... Reactants: C(CCC)C=1NC2=CC(=CC=C2C1C1=C(CCC1)C(=O)OC)C(=O)O (2-butyl-3-(2-methoxycarbonyl-cyclopent-1-enyl)-1H-indole-6-carboxylic acid), C(C1=CC=CC=C1)Br (Benzyl bromide), compound 7-1, [H-].[Na+] (sodium hydride). The solvent is CN(C=O)C (dimethylformamide). Run at time 30 minute. The product is C(C1=CC=CC=C1)N1C(=C(C2=CC=C(C=C12)C(=O)O)C1=C(CCC1)C(=O)OC)CCCC (1-Benzyl-2-butyl-3-(2-methoxycarbonyl-cyclopent-1-enyl)-1H-indole-6-carboxylic Acid). RXN SMILES: [CH2:1]([C:5]1[NH:6][C:7]2[C:12]([C:13]=1[C:14]1[CH2:18][CH2:17][CH2:16][C:15]=1[C:19]([O:21][CH3:22])=[O:20])=[CH:11][CH:10]=[C:9]([C:23]([OH:25])=[O:24])[CH:8]=2)[CH2:2][CH2:3][CH3:4].[H-].[Na+].[CH2:28](Br)[C:29]1[CH:34]=[CH:33][CH:32]=[CH:31][CH:30]=1>CN(C)C=O>[CH2:28]([N:6]1[C:7]2[C:12](=[CH:11][CH:10]=[C:9]([C:23]([OH:25])=[O:24])[CH:8]=2)[C:13]([C:14]2[CH2:18][CH2:17][CH2:16][C:15]=2[C:19]([O:21][CH3:22])=[O:20])=[C:5]1[CH2:1][CH2:2][CH2:3][CH3:4])[C:29]1[CH:34]=[CH:33][CH:32]=[CH:31][CH:30]=1 |f:1.2|. Procedure details: To a suspension of 2-butyl-3-(2-methoxycarbonyl-cyclopent-1-enyl)-1H-indole-6-carboxylic acid on Wang resin (100 mg; compound 7-1, prepared according to the procedure outlined in Example 7) in dimethylformamide (1.5 mL) was added sodium hydride (60% in mineral oil; 20 mg) and the mixture was stirred at room temperature for 30 min. Benzyl bromide (0.1 mL) was added and the mixture was stirred for 3 h. The mixture was filtered, washed with water (1×1.5 mL), tetrahydrofuran (2×1.5 mL), dichlorometh... Reactants: BrC1=C(NC(=C1C#N)Br)C#N (3,5-dibromopyrrole-2,4-dicarbonitrile), O (water), product, C([O-])([O-])=O.[K+].[K+] (potassium carbonate), CI (methyl iodide). Solvent: CC(=O)C (acetone). Product: BrC1=C(N(C(=C1C#N)Br)C)C#N (3,5-Dibromo-1-methylpyrrole-2,4-dicarbonitrile). Reaction SMILES: [Br:1][C:2]1[C:6]([C:7]#[N:8])=[C:5]([Br:9])[NH:4][C:3]=1[C:10]#[N:11].[C:12](=O)([O-])[O-].[K+].[K+].CI.O>CC(C)=O>[Br:1][C:2]1[C:6]([C:7]#[N:8])=[C:5]([Br:9])[N:4]([CH3:12])[C:3]=1[C:10]#[N:11] |f:1.2.3|. Reported procedure: A sample (1.0 g, 0.0036 mol) of 3,5-dibromopyrrole-2,4-dicarbonitrile is readily soluble in 20 mL of acetone. Anhydrous potassium carbonate (0.64 g, 0.0046 mol) is added, and while the slurry is stirred, methyl iodide (0.68 g, 0.0047 mol) is added. The reaction can be followed by Tlc. When the reaction is complete, the mixture is poured into water precipitating a white solid. The product (0.77 g, 74%) has mp 175°-178° C.